This data is from the Open Reaction Database (ORD), a public repository of structured organic reaction records. The task is: describe an organic reaction: reactants, conditions, products, and yield Reactants: BrCc1ccccc1, O=c1[nH]cc(Cl)cc1Br, O=C([O-])[O-], CCCC[N+](CCCC)(CCCC)CCCC, CCOC(C)=O, [Cl-], [K+], [K+]. Yields the product O=c1c(Br)cc(Cl)cn1Cc1ccccc1. RXN SMILES: [Br:16][CH2:17][c:18]1[cH:19][cH:20][cH:21][cH:22][cH:23]1.[Br:1][c:2]1[c:3](=[O:9])[nH:4][cH:5][c:6]([Cl:8])[cH:7]1.[C:10](=[O:11])([O-:12])[O-:13].[CH2:25]([N+:26]([CH2:27][CH2:28][CH2:29][CH3:30])([CH2:31][CH2:32][CH2:33][CH3:34])[CH2:35][CH2:36][CH2:37][CH3:38])[CH2:39][CH2:40][CH3:41].[CH3:42][CH2:43][O:44][C:45](=[O:46])[CH3:47].[Cl-:24].[K+:14].[K+:15]>>[Br:1][c:2]1[c:3](=[O:9])[n:4]([CH2:17][c:18]2[cH:19][cH:20][cH:21][cH:22][cH:23]2)[cH:5][c:6]([Cl:8])[cH:7]1.